From a dataset of the Open Reaction Database (ORD), a public repository of structured organic reaction records. describe an organic reaction: reactants, conditions, products, and yield Starting materials: COC(=O)N1CCC(N)C(C)C1, C1CCOC1, S=C=S. Product: COC(=O)N1CCC(N=C=S)C(C)C1. RXN SMILES: [NH2:4][CH:5]1[CH:6]([CH3:15])[CH2:7][N:8]([C:11](=[O:12])[O:13][CH3:14])[CH2:9][CH2:10]1.[O:16]1[CH2:17][CH2:18][CH2:19][CH2:20]1.[S:1]=[C:2]=[S:3]>>[C:2](=[S:3])=[N:4][CH:5]1[CH:6]([CH3:15])[CH2:7][N:8]([C:11](=[O:12])[O:13][CH3:14])[CH2:9][CH2:10]1. Starting materials: CC(OC(=O)c1ccccc1)c1ccc(CO[Si](C)(C)C(C)(C)C)cc1Cl, CCCC[N+](CCCC)(CCCC)CCCC, CC(=O)O, [F-], C1CCOC1. The product is CC(OC(=O)c1ccccc1)c1ccc(CO)cc1Cl. Reaction SMILES: [C:1]([Si:2]([CH3:3])([CH3:4])[O:6][CH2:7][c:8]1[cH:9][c:10]([Cl:25])[c:11]([CH:14]([CH3:15])[O:16][C:17]([c:18]2[cH:19][cH:20][cH:21][cH:22][cH:23]2)=[O:24])[cH:12][cH:13]1)([CH3:5])([CH3:26])[CH3:27].[CH3:29][CH2:30][CH2:31][CH2:32][N+:33]([CH2:34][CH2:35][CH2:36][CH3:37])([CH2:38][CH2:39][CH2:40][CH3:41])[CH2:42][CH2:43][CH2:44][CH3:45].[CH3:46][C:47](=[O:48])[OH:49].[F-:28].[O:50]1[CH2:51][CH2:52][CH2:53][CH2:54]1>>[OH:6][CH2:7][c:8]1[cH:9][c:10]([Cl:25])[c:11]([CH:14]([CH3:15])[O:16][C:17]([c:18]2[cH:19][cH:20][cH:21][cH:22][cH:23]2)=[O:24])[cH:12][cH:13]1. The reactants are ClC=1C=C(C(=NC1)C=O)C (5-chloro-3-methylpyridine-2-carbaldehyde), C(C)(C)(C)OC(=O)N1CCC(CC1)N (4-aminopiperidine-1-carboxylic acid tert-butyl ester), [BH-](OC(=O)C)(OC(=O)C)OC(=O)C.[Na+] (NaBH(OAc)3). Solvent: C(Cl)Cl (CH2Cl2). Yields the product C(C)(C)(C)OC(=O)N1CCC(CC1)NCC1=NC=C(C=C1C)Cl (4-[(5-chloro-3-methyl-pyridin-2-ylmethyl)-amino]-piperidine-1-carboxylic acid tert-butyl ester). RXN SMILES: [Cl:1][C:2]1[CH:3]=[C:4]([CH3:10])[C:5]([CH:8]=O)=[N:6][CH:7]=1.[C:11]([O:15][C:16]([N:18]1[CH2:23][CH2:22][CH:21]([NH2:24])[CH2:20][CH2:19]1)=[O:17])([CH3:14])([CH3:13])[CH3:12].[BH-](OC(C)=O)(OC(C)=O)OC(C)=O.[Na+]>C(Cl)Cl>[C:11]([O:15][C:16]([N:18]1[CH2:23][CH2:22][CH:21]([NH:24][CH2:8][C:5]2[C:4]([CH3:10])=[CH:3][C:2]([Cl:1])=[CH:7][N:6]=2)[CH2:20][CH2:19]1)=[O:17])([CH3:14])([CH3:12])[CH3:13] |f:2.3|. Procedure details: Using General Procedure B, reaction of 5-chloro-3-methylpyridine-2-carbaldehyde, 4-aminopiperidine-1-carboxylic acid tert-butyl ester and NaBH(OAc)3 in CH2Cl2 gave 4-[(5-chloro-3-methyl-pyridin-2-ylmethyl)-amino]-piperidine-1-carboxylic acid tert-butyl ester as a beige liquid. 1H NMR (CDCl3): δ 1.39 (m, 2H), 1.45 (s, 9H), 1.89 (d, 2H, J=12.0 Hz), 2.30 (s, 3H), 2.69 (m, 1H), 2.83 (t, 2H, J=12.0 Hz), 3.87 (s, 2H), 4.03 (br, 2H), 7.44 (s, 1H), 8.34 (s, 1H). Reactants: C(C)OCC=1N(C2=C(C(=NC=3C=C(C=CC23)OC2CCNCC2)N)N1)CCC (2-(Ethoxymethyl)-7-(piperidin-4-yloxy)-1-propyl-1H-imidazo[4,5-c]quinolin-4-amine), C(C)(C)N=C=O (Isopropyl isocyanate). The solvent is ClCCl (dichloromethane). Reaction conditions: time 16 hour. Product: NC1=NC=2C=C(C=CC2C2=C1N=C(N2CCC)COCC)OC2CCN(CC2)C(=O)NC(C)C (4-{[4-amino-2-(ethoxymethyl)-1-propyl-1H-imidazo[4,5-c]quinolin-7-yl]oxy}-N-isopropylpiperidine-1-carboxamide). Reaction SMILES: [CH2:1]([O:3][CH2:4][C:5]1[N:6]([CH2:26][CH2:27][CH3:28])[C:7]2[C:16]3[CH:15]=[CH:14][C:13]([O:17][CH:18]4[CH2:23][CH2:22][NH:21][CH2:20][CH2:19]4)=[CH:12][C:11]=3[N:10]=[C:9]([NH2:24])[C:8]=2[N:25]=1)[CH3:2].[CH:29]([N:32]=[C:33]=[O:34])([CH3:31])[CH3:30]>ClCCl>[NH2:24][C:9]1[C:8]2[N:25]=[C:5]([CH2:4][O:3][CH2:1][CH3:2])[N:6]([CH2:26][CH2:27][CH3:28])[C:7]=2[C:16]2[CH:15]=[CH:14][C:13]([O:17][CH:18]3[CH2:19][CH2:20][N:21]([C:33]([NH:32][CH:29]([CH3:31])[CH3:30])=[O:34])[CH2:22][CH2:23]3)=[CH:12][C:11]=2[N:10]=1. Procedure details: 2-(Ethoxymethyl)-7-(piperidin-4-yloxy)-1-propyl-1H-imidazo[4,5-c]quinolin-4-amine (0.500 g, 1.3 mmol) was slurried in dichloromethane (13 mL). Isopropyl isocyanate was added dropwise to the slurry and the reaction was stirred for 16 hours. The reaction was purified by chromatography on a HORIZON HPFC system (silica gel, gradient elution with 2-22% CMA in chloroform) followed by recrystallization from acetonitrile yielded 0.430 g of 4-{[4-amino-2-(ethoxymethyl)-1-propyl-1H-imidazo[4,5-c]quinolin-... Starting materials: CN(C1CCc2c(c3ncccc3n2CC(=O)OC(C)(C)C)C1)S(=O)(=O)c1ccc(F)cc1, C1CCOC1, CO, Cl, [Na+], [OH-]. Product: CN(C1CCc2c(c3ncccc3n2CC(=O)O)C1)S(=O)(=O)c1ccc(F)cc1. Reaction SMILES: [C:1]([CH3:2])([CH3:3])([CH3:4])[O:5][C:6]([CH2:7][n:8]1[c:9]2[c:10]([c:11]3[c:16]1[CH2:15][CH2:14][CH:13]([N:17]([CH3:18])[S:19](=[O:20])(=[O:21])[c:22]1[cH:23][cH:24][c:25]([F:28])[cH:26][cH:27]1)[CH2:12]3)[n:29][cH:30][cH:31][cH:32]2)=[O:33].[CH2:39]1[O:40][CH2:41][CH2:42][CH2:43]1.[CH3:34][OH:35].[ClH:38].[Na+:37].[OH-:36]>>[O:5]=[C:6]([CH2:7][n:8]1[c:9]2[c:10]([c:11]3[c:16]1[CH2:15][CH2:14][CH:13]([N:17]([CH3:18])[S:19](=[O:20])(=[O:21])[c:22]1[cH:23][cH:24][c:25]([F:28])[cH:26][cH:27]1)[CH2:12]3)[n:29][cH:30][cH:31][cH:32]2)[OH:33]. The yield is 64.0%. Solvent: C(C)O (ethanol). Procedure: A solution of 2-adamantylamine (50.0 mg, 0.330 mmol) in ethanol (2 mL) was added with benzaldehyde (56.3 mg, 0.330 mmol) at room temperature, and the resultant was stirred at the same temperature for 1.5 hours. The reaction solution was concentrated in vacuo. The obtained residue was dissolved in toluene (5 mL), and sequentially added with ethyl 2-bromoisobutyrate (109 mg, 0.660 mmol) and zinc (432 mg, 6.60 mmol) at room temperature. The reaction solution was stirred at 130° C. for 5 hours, and ... Product: C12C(C3CC(CC(C1)C3)C2)N2C(C(C2C2=CC=CC=C2)(C)C)=O (1-(adamantan-2-yl)-3,3-dimethyl-4-phenylazetidin-2-one). Reagents/catalysts: [Zn] (zinc). Starting materials: C12C(C3CC(CC(C1)C3)C2)N (2-adamantylamine), C(C1=CC=CC=C1)=O (benzaldehyde), BrC(C(=O)OCC)(C)C (ethyl 2-bromoisobutyrate), Cl (hydrochloric acid). Run at time 1.5 hour. As a reaction SMILES: [CH:1]12[CH2:10][CH:5]3[CH2:6][CH:7]([CH2:9][CH:3]([CH2:4]3)[CH:2]1[NH2:11])[CH2:8]2.[CH:12](=O)[C:13]1[CH:18]=[CH:17][CH:16]=[CH:15][CH:14]=1.Br[C:21]([CH3:28])([CH3:27])[C:22](OCC)=[O:23].Cl>C(O)C.[Zn]>[CH:1]12[CH2:10][CH:5]3[CH2:6][CH:7]([CH2:9][CH:3]([CH2:4]3)[CH:2]1[N:11]1[CH:12]([C:13]3[CH:18]=[CH:17][CH:16]=[CH:15][CH:14]=3)[C:21]([CH3:28])([CH3:27])[C:22]1=[O:23])[CH2:8]2. RXN SMILES: [Cl:1][C:2]1[CH:3]=[C:4]([C:9]2[N:13]([C:14]3[CH:19]=[CH:18][CH:17]=CN=3)[N:12]=[C:11]([C:20]([OH:22])=[O:21])[CH:10]=2)[CH:5]=[C:6]([F:8])[CH:7]=1.Br.[CH3:24][C:25]1C=C(NN)C=C[N:26]=1>>[Cl:1][C:2]1[CH:3]=[C:4]([C:9]2[N:13]([C:14]3[CH:24]=[CH:25][N:26]=[C:18]([CH3:17])[CH:19]=3)[N:12]=[C:11]([C:20]([OH:22])=[O:21])[CH:10]=2)[CH:5]=[C:6]([F:8])[CH:7]=1 |f:1.2|. Procedure: 500 mg (1.53 mmol) of the compound of Example 1A is reacted analogously to the synthesis of the compound of Example 20A with 342 mg (1.68 mmol) of 2-methylpyridin-4-yl-hydrazine hydrobromide. After hydrolysis, 425 mg (84% of theory) of the title compound is obtained. Product: ClC=1C=C(C=C(C1)F)C1=CC(=NN1C1=CC(=NC=C1)C)C(=O)O (5-(3-Chloro-5-fluorophenyl)-1-(2-methylpyridin-4-yl)-1H-pyrazole-3-carboxylic acid). Reactants: compound, ClC=1C=C(C=C(C1)F)C1=CC(=NN1C1=NC=CC=C1)C(=O)O (5-(3-Chloro-5-fluorophenyl)-1-(pyridin-2-yl)-1H-pyrazole-3-carboxylic acid), Br.CC1=NC=CC(=C1)NN (2-methylpyridin-4-yl-hydrazine hydrobromide). The reactants are COc1cc(CC(=O)O)cc(Br)c1O, C[Si](C)(C)C=[N+]=[N-], CC(=O)O, CO, Cc1ccccc1. Product: COC(=O)Cc1cc(Br)c(O)c(OC)c1. RXN SMILES: [Br:8][c:9]1[cH:10][c:11]([CH2:18][C:19](=[O:20])[OH:21])[cH:12][c:13]([O:16][CH3:17])[c:14]1[OH:15].[CH3:1][Si:2]([CH:3]=[N+:4]=[N-:5])([CH3:6])[CH3:7].[CH3:22][C:23](=[O:24])[OH:25].[CH3:26][OH:27].[CH3:28][c:29]1[cH:30][cH:31][cH:32][cH:33][cH:34]1>>[Br:8][c:9]1[cH:10][c:11]([CH2:18][C:19]([O:20][CH3:22])=[O:21])[cH:12][c:13]([O:16][CH3:17])[c:14]1[OH:15].